This data is from the Open Reaction Database (ORD), a public repository of structured organic reaction records. The task is: describe an organic reaction: reactants, conditions, products, and yield Starting materials: CCOC(=O)CCn1c2c(c3ccccc31)CN(C)CC2, CCO, NN, O. Product: CN1CCc2c(c3ccccc3n2CCC(=O)NN)C1. As a reaction SMILES: [CH2:1]([O:3][C:4](=[O:2])[CH2:5][CH2:6][n:7]1[c:8]2[c:9]([c:10]3[cH:11][cH:12][cH:13][cH:14][c:15]13)[CH2:16][N:17]([CH3:20])[CH2:18][CH2:19]2)[CH3:21].[CH3:25][CH2:26][OH:27].[NH2:23][NH2:24].[OH2:22]>>[O:3]=[C:4]([CH2:5][CH2:6][n:7]1[c:8]2[c:9]([c:10]3[cH:11][cH:12][cH:13][cH:14][c:15]13)[CH2:16][N:17]([CH3:20])[CH2:18][CH2:19]2)[NH:23][NH2:24]. Reactants: CNCCNC (N,N′-dimethylethylenediamine), C(C)(C)(C)OC(=O)N1CC(NCC1)=O (3-oxopiperazine-1-carboxylic acid tert-butyl ester), BrC1=C(C=C(C=C1)C)C (1-bromo-2,4-dimethylbenzene), C([O-])([O-])=O.[K+].[K+] (potassium carbonate). Reagents/catalysts: [Cu]I (copper (I) iodide). Run in C1(=CC=CC=C1)C (toluene), O (water). Product: C(C)(C)(C)OC(=O)N1CC(N(CC1)C1=C(C=C(C=C1)C)C)=O (4-(2,4-dimethylphenyl)-3-oxopiperazine-1-carboxylic acid tert-butyl ester). As a reaction SMILES: [C:1]([O:5][C:6]([N:8]1[CH2:13][CH2:12][NH:11][C:10](=[O:14])[CH2:9]1)=[O:7])([CH3:4])([CH3:3])[CH3:2].Br[C:16]1[CH:21]=[CH:20][C:19]([CH3:22])=[CH:18][C:17]=1[CH3:23].C(=O)([O-])[O-].[K+].[K+].CNCCNC>[Cu]I.O.C1(C)C=CC=CC=1>[C:1]([O:5][C:6]([N:8]1[CH2:13][CH2:12][N:11]([C:16]2[CH:21]=[CH:20][C:19]([CH3:22])=[CH:18][C:17]=2[CH3:23])[C:10](=[O:14])[CH2:9]1)=[O:7])([CH3:4])([CH3:2])[CH3:3] |f:2.3.4|. Procedure details: To a mixture of 3-oxopiperazine-1-carboxylic acid tert-butyl ester (5 g), 1-bromo-2,4-dimethylbenzene (3.4 mL), potassium carbonate (10.6 g) and copper (I) iodide (952 mg) were added toluene (25 mL) and N,N′-dimethylethylenediamine (1.1 mL), and the mixture was refluxed for 8 hr. After cooling, water was added to the reaction mixture, and the mixture was extracted with chloroform. The organic layer was washed with saturated brine, and the solvent was evaporated. The residue was purified by colum... Isolated yield 70.8%. Reaction SMILES: [CH3:1][C:2]1[CH:6]=[C:5]([CH:7]=[O:8])[O:4][N:3]=1.[N+:9]([CH3:12])([O-])=[O:10].[O-]CC.[Na+].[Na]>C(O)C.CCOCC>[CH3:1][C:2]1[CH:6]=[C:5]([C:7]([CH:12]=[N:9][OH:10])=[O:8])[O:4][N:3]=1 |f:2.3,^1:16|. Starting materials: CC1=NOC(=C1)C=O (3-methylisoxazole-5-carbaldehyde), [N+](=O)([O-])C (nitromethane), [Na] (sodium), [O-]CC.[Na+] (sodium ethoxide). Reported procedure: In 50 ml of ethanol were dissolved 5.5 g of 3-methylisoxazole-5-carbaldehyde and 3.3 g of nitromethane. To the solution was added dropwise a solution of sodium ethoxide in ethanl, which had been prepared from 1.5 g of sodium and 30 ml of ethanol, while stirring at room temperature. After dropping the resultant was stirred for a further 3 hrs. at room temperature and then ether was added thereto to separate the sodium salt. This was dissolved in water, which was followed by acidification with hyd... Product: CC1=NOC(=C1)C(=O)C=NO ((3-methylisoxazole-5-yl)glyoxal-2-oxim). The solvent is C(C)O (ethanol), C(C)O (ethanol), CCOCC (ether). Starting materials: B(F)(F)F.CCOCC (borontrifluoride-etherate), CC1=CC=CC2=C1SC=C2 (7-methylbenzo[b]thiophene), CC(=O)OC(=O)C (acetanhydride). Product: C(C)(=O)C=1C2=C(SC1)C(=CC=C2)C (3-Acetyl-7-methylbenzo[b]thiophene). Reaction SMILES: B(F)(F)F.[CH3:5][CH2:6][O:7]CC.[CH3:10][C:11]1[C:16]2[S:17][CH:18]=[CH:19][C:15]=2[CH:14]=[CH:13][CH:12]=1.CC(OC(C)=O)=O>>[C:6]([C:19]1[C:15]2[CH:14]=[CH:13][CH:12]=[C:11]([CH3:10])[C:16]=2[S:17][CH:18]=1)(=[O:7])[CH3:5] |f:0.1|. Procedure details: 420 mg of borontrifluoride-etherate are added to a mixture of 2 g of 7-methylbenzo[b]thiophene and 1.4 ml acetanhydride at 50° and the mixture warmed to 60° for 80 minutes. The resulting mixture is poured onto ice, extracted with ether and the organic phase washed, dried and concentrated on a rotary evaporator. The residue is chromatographed on silica gel (eluant: n-hexane) to obtain the title compound, contaminated with the 2-acetylisomer, as an oil for direct further reaction.